This data is from the Open Reaction Database (ORD), a public repository of structured organic reaction records. The task is: describe an organic reaction: reactants, conditions, products, and yield The reactants are O=C([O-])O, CCCC(C)C, O=[N+]([O-])c1cc(I)cnc1O, [Na+], O=P(Cl)(Cl)Oc1ccccc1. Product: O=[N+]([O-])c1cc(I)cnc1Cl. As a reaction SMILES: [C:12](=[O:13])([O-:14])[OH:15].[CH3:28][CH2:29][CH2:30][CH:31]([CH3:32])[CH3:33].[I:1][c:2]1[cH:3][c:4]([N+:9](=[O:10])[O-:11])[c:5]([OH:8])[n:6][cH:7]1.[Na+:16].[P:17]([Cl:18])([O:19][c:20]1[cH:21][cH:22][cH:23][cH:24][cH:25]1)([Cl:26])=[O:27]>>[I:1][c:2]1[cH:3][c:4]([N+:9](=[O:10])[O-:11])[c:5]([Cl:26])[n:6][cH:7]1. Starting materials: Br.C1(=CC=CC2=CC=CC=C12)CN1CCNCC1 (1-naphthylmethylpiperazine hydrobromide). Run in [OH-].[Na+] (sodium hydroxide). Run at time 30 minute. Yields the product C1(=CC=CC2=CC=CC=C12)CN1CCNCC1 (1-[naphthylmethyl]piperazine). Isolated yield 74.1%. Reaction SMILES: Br.[C:2]1([CH2:12][N:13]2[CH2:18][CH2:17][NH:16][CH2:15][CH2:14]2)[C:11]2[C:6](=[CH:7][CH:8]=[CH:9][CH:10]=2)[CH:5]=[CH:4][CH:3]=1>[OH-].[Na+]>[C:2]1([CH2:12][N:13]2[CH2:14][CH2:15][NH:16][CH2:17][CH2:18]2)[C:11]2[C:6](=[CH:7][CH:8]=[CH:9][CH:10]=2)[CH:5]=[CH:4][CH:3]=1 |f:0.1,2.3|. Reported procedure: Following the procedure of Example 6, but replacing 1-benzylpiperazine with 1-β-naphthylmethylpiperazine, provided the desired compound. To a solution of piperazine (2.0 g, 0.023 mol) in 15 mL of ethanol added a solution of (2-bromomethyl)naphthalene (5 g, 0.023 mol) in 15 mL of warm ethanol. It was stirred at 55° C. for 1 hour and stirred at room temperature for one over night. The resulting precipitate was filtered, washed with ethyl acetate (20 mL×2), and dried to yield 1-naphthylmethylpipera...